The task is: describe an organic reaction: reactants, conditions, products, and yield. This data is from the Open Reaction Database (ORD), a public repository of structured organic reaction records. Reactants: N(N)C1=NCCC2=CC(=C(C=C12)OC)OC (1-hydrazino-6,7-dimethoxy-3,4-dihydroisoquinoline), C(C)=O (acetaldehyde), S(O)(O)(=O)=O (sulfuric acid). Product: C(C)=NNC1=NCCC2=CC(=C(C=C12)OC)OC (1-(2-ethylidenehydrazino)-6,7-dimethoxy-3,4-dihydroisoquinoline). Reaction SMILES: [NH:1]([C:3]1[C:12]2[C:7](=[CH:8][C:9]([O:15][CH3:16])=[C:10]([O:13][CH3:14])[CH:11]=2)[CH2:6][CH2:5][N:4]=1)[NH2:2].[CH:17](=O)[CH3:18].S(=O)(=O)(O)O>>[CH:17](=[N:2][NH:1][C:3]1[C:12]2[C:7](=[CH:8][C:9]([O:15][CH3:16])=[C:10]([O:13][CH3:14])[CH:11]=2)[CH2:6][CH2:5][N:4]=1)[CH3:18]. Procedure: In a manner similar to that of Step C of Example 1, condensation of 1-hydrazino-6,7-dimethoxy-3,4-dihydroisoquinoline (7.2 g.) with acetaldehyde (4.3 g.) and treatment of the resulting product with sulfuric acid afforded 1-(2-ethylidenehydrazino)-6,7-dimethoxy-3,4-dihydroisoquinoline (I: X=CH3, X' =Y=Y' =H, Z=Z' =CH3O) sulfate monohydrate (5.3 g., m.p. 165°-168° C.). Reactants: NC1=C2N=C(N(C2=NC(=N1)S)CC1=CC=CC=C1)O (6-Amino-9-benzyl-8-hydroxy-2-mercaptopurine), C([O-])([O-])=O.[K+].[K+] (potassium carbonate), C1(C=2C(C(N1CCBr)=O)=CC=CC2)=O (2-phthalimidoethyl bromide). The solvent is CN(C=O)C (dimethylformamide). Run at time 2 hour. Yields the product NC1=C2N=C(N(C2=NC(=N1)SCCN1C(C=2C(C1=O)=CC=CC2)=O)CC2=CC=CC=C2)O (6-Amino-9-benzyl-8-hydroxy-2-(2-phthalimidoethyl)thiopurine). Isolated yield 54.5%. As a reaction SMILES: [NH2:1][C:2]1[N:10]=[C:9]([SH:11])[N:8]=[C:7]2[C:3]=1[N:4]=[C:5]([OH:19])[N:6]2[CH2:12][C:13]1[CH:18]=[CH:17][CH:16]=[CH:15][CH:14]=1.C(=O)([O-])[O-].[K+].[K+].[C:26]1(=[O:39])[N:30]([CH2:31][CH2:32]Br)[C:29](=[O:34])[C:28]2=[CH:35][CH:36]=[CH:37][CH:38]=[C:27]12>CN(C)C=O>[NH2:1][C:2]1[N:10]=[C:9]([S:11][CH2:32][CH2:31][N:30]2[C:26](=[O:39])[C:27]3=[CH:38][CH:37]=[CH:36][CH:35]=[C:28]3[C:29]2=[O:34])[N:8]=[C:7]2[C:3]=1[N:4]=[C:5]([OH:19])[N:6]2[CH2:12][C:13]1[CH:18]=[CH:17][CH:16]=[CH:15][CH:14]=1 |f:1.2.3|. Reported procedure: 6-Amino-9-benzyl-8-hydroxy-2-mercaptopurine (120 mg, 0.44 mmol) was suspended in dimethylformamide (10 ml). To the suspension were added potassium carbonate (60 mg, 0.43 mmol) and 2-phthalimidoethyl bromide (112 mg, 0.44 mmol) in order. The mixture was stirred at room temperature for 2 hours. The solvent was removed in vacuo and to the residue was added saturated brine. The mixture was extracted with ethyl acetate, the organic layer was dried on magnesium sulfate, and the solvent was removed in ... Product: Cc1ccccc1-c1cc(Cl)[n+]([O-])cc1N(C)C(=O)C(C)(C)c1cc(C(F)(F)F)cc(C(F)(F)F)c1. Starting materials: ClCCl, Cc1ccccc1-c1cc(Cl)ncc1N(C)C(=O)C(C)(C)c1cc(C(F)(F)F)cc(C(F)(F)F)c1, [Na+], [OH-], O=C(OO)c1cccc(Cl)c1. RXN SMILES: [Cl:49][CH2:50][Cl:51].[F:1][C:2]([c:3]1[cH:4][c:5]([C:13]([C:14](=[O:15])[N:16]([CH3:17])[c:18]2[cH:19][n:20][c:21]([Cl:31])[cH:22][c:23]2-[c:24]2[c:25]([CH3:30])[cH:26][cH:27][cH:28][cH:29]2)([CH3:32])[CH3:33])[cH:6][c:7]([C:9]([F:10])([F:11])[F:12])[cH:8]1)([F:34])[F:35].[Na+:48].[OH-:47].[OH:36][O:37][C:38]([c:39]1[cH:40][c:41]([Cl:42])[cH:43][cH:44][cH:45]1)=[O:46]>>[F:1][C:2]([c:3]1[cH:4][c:5]([C:13]([C:14](=[O:15])[N:16]([CH3:17])[c:18]2[cH:19][n+:20]([O-:36])[c:21]([Cl:31])[cH:22][c:23]2-[c:24]2[c:25]([CH3:30])[cH:26][cH:27][cH:28][cH:29]2)([CH3:32])[CH3:33])[cH:6][c:7]([C:9]([F:10])([F:11])[F:12])[cH:8]1)([F:34])[F:35]. Starting materials: Cc1ccccc1, CC(C)C=NCc1cccc(Oc2ccccc2)c1, Cl, O. Yields the product O=Cc1cccc(Oc2ccccc2)c1. As a reaction SMILES: [CH3:22][c:23]1[cH:24][cH:25][cH:26][cH:27][cH:28]1.[CH:1](=[N:2][CH2:6][c:7]1[cH:8][c:9]([O:13][c:14]2[cH:15][cH:16][cH:17][cH:18][cH:19]2)[cH:10][cH:11][cH:12]1)[CH:3]([CH3:4])[CH3:5].[ClH:20].[OH2:21]>>[CH:6]([c:7]1[cH:8][c:9]([O:13][c:14]2[cH:15][cH:16][cH:17][cH:18][cH:19]2)[cH:10][cH:11][cH:12]1)=[O:21].